This data is from the Open Reaction Database (ORD), a public repository of structured organic reaction records. The task is: describe an organic reaction: reactants, conditions, products, and yield The product is Brc1ccnc(OCc2ccccc2)c1. As a reaction SMILES: [Ag+2:27].[Br:1][c:2]1[cH:3][c:4](=[O:8])[nH:5][cH:6][cH:7]1.[Br:9][CH2:10][c:11]1[cH:12][cH:13][cH:14][cH:15][cH:16]1.[C:23](=[O:24])([O-:25])[O-:26].[cH:17]1[cH:18][cH:19][cH:20][cH:21][cH:22]1>>[Br:1][c:2]1[cH:3][c:4]([O:8][CH2:10][c:11]2[cH:12][cH:13][cH:14][cH:15][cH:16]2)[n:5][cH:6][cH:7]1. Reactants: [Ag+2], O=c1cc(Br)cc[nH]1, BrCc1ccccc1, O=C([O-])[O-], c1ccccc1. The reactants are COC1=CC=C2C(=CCOC2=C1)C#N (7-Methoxy-4-cyano chrom-3-ene). Reagents/catalysts: [Ni] (RaNi). The solvent is CO (MeOH), N (NH3). Yields the product NCC1CCOC2=CC(=CC=C12)OC (4-(Aminomethyl)-7-methoxy chroman). RXN SMILES: [CH3:1][O:2][C:3]1[CH:12]=[C:11]2[C:6]([C:7]([C:13]#[N:14])=[CH:8][CH2:9][O:10]2)=[CH:5][CH:4]=1>CO.N.[Ni]>[NH2:14][CH2:13][CH:7]1[C:6]2[C:11](=[CH:12][C:3]([O:2][CH3:1])=[CH:4][CH:5]=2)[O:10][CH2:9][CH2:8]1. Procedure details: The product from Example 1 was hydrogenated with RaNi in MeOH and NH3 at 4 atm. pressure and gave the desired product, (M+H)+ 194. The reactants are Cc1ccc2ncc(C(=O)O)n2c1, CN(C)C=O, [Cl-], O=C(Cl)C(=O)Cl, ClCCl, COC(=O)N1CC(c2nc(-c3ccc(C)c(N)c3)no2)C1, c1ccncc1. Product: COC(=O)N1CC(c2nc(-c3ccc(C)c(NC(=O)c4cnc5ccc(C)cn45)c3)no2)C1. Reaction SMILES: [CH3:1][c:2]1[cH:3][cH:4][c:5]2[n:6]([cH:7]1)[c:8]([C:11](=[O:12])[OH:13])[cH:9][n:10]2.[CH3:51][N:52]([CH3:53])[CH:54]=[O:55].[Cl-:20].[Cl:14][C:15]([C:16]([Cl:17])=[O:18])=[O:19].[Cl:42][CH2:43][Cl:44].[NH2:21][c:22]1[cH:23][c:24](-[c:29]2[n:30][o:31][c:32]([CH:34]3[CH2:35][N:36]([C:38](=[O:39])[O:40][CH3:41])[CH2:37]3)[n:33]2)[cH:25][cH:26][c:27]1[CH3:28].[cH:45]1[cH:46][cH:47][n:48][cH:49][cH:50]1>>[CH3:1][c:2]1[cH:3][cH:4][c:5]2[n:6]([cH:7]1)[c:8]([C:11](=[O:13])[NH:21][c:22]1[cH:23][c:24](-[c:29]3[n:30][o:31][c:32]([CH:34]4[CH2:35][N:36]([C:38](=[O:39])[O:40][CH3:41])[CH2:37]4)[n:33]3)[cH:25][cH:26][c:27]1[CH3:28])[cH:9][n:10]2. Starting materials: NC=1C=C2C3CN(CC(C2=CC1)CC3)CC#N ((4-Amino-10-aza-tricyclo[6.3.2.0*2,7*]trideca-2,4,6-trien-10-yl)-acetonitrile), ClC1=NC=C(C(=N1)NC1=C(C=CC=C1)S(=O)(=O)NC)Cl (2-(2,5-dichloro-pyrimidin-4-ylamino)-N-methyl-benzenesulfonamide), Cl (HCl), O1CCOCC1 (dioxane). The solvent is CC(C)O (IPA). Reaction conditions: temperature 130 celsius. Yields the product ClC=1C(=NC(=NC1)NC=1C=C2C3CN(CC(C2=CC1)CC3)CC#N)NC3=C(C=CC=C3)S(=O)(=O)NC (2-[5-chloro-2-(10-cyanomethyl-10-aza-tricyclo[6.3.2.0*2,7*]trideca-2,4,6-trien-4-ylamino)-pyrimidin-4-ylamino]-N-methyl-benzenesulfonamide). Reaction SMILES: [NH2:1][C:2]1[CH:3]=[C:4]2[C:10](=[CH:11][CH:12]=1)[CH:9]1[CH2:13][CH2:14][CH:5]2[CH2:6][N:7]([CH2:15][C:16]#[N:17])[CH2:8]1.Cl[C:19]1[N:24]=[C:23]([NH:25][C:26]2[CH:31]=[CH:30][CH:29]=[CH:28][C:27]=2[S:32]([NH:35][CH3:36])(=[O:34])=[O:33])[C:22]([Cl:37])=[CH:21][N:20]=1.Cl.O1CCOCC1>CC(O)C>[Cl:37][C:22]1[C:23]([NH:25][C:26]2[CH:31]=[CH:30][CH:29]=[CH:28][C:27]=2[S:32]([NH:35][CH3:36])(=[O:34])=[O:33])=[N:24][C:19]([NH:1][C:2]2[CH:3]=[C:4]3[C:10](=[CH:11][CH:12]=2)[CH:9]2[CH2:13][CH2:14][CH:5]3[CH2:6][N:7]([CH2:15][C:16]#[N:17])[CH2:8]2)=[N:20][CH:21]=1. Procedure: (4-Amino-10-aza-tricyclo[6.3.2.0*2,7*]trideca-2,4,6-trien-10-yl)-acetonitrile (30 mg, 0.132 mmol) and 2-(2,5-dichloro-pyrimidin-4-ylamino)-N-methyl-benzenesulfonamide (48.3 mg, 0.145 mmol, 1.1 eq) were dissolved in IPA (1.2 mL). 4.0 M HCl in dioxane (36 μL, 0.145 mmol, 1.1 eq) was added and the reaction was heated at 130° C. in a microwave for 20 minutes. The reaction was then concentrated under reduced pressure and the residue was taken up in CH2Cl2 (10 mL) and washed with sat. NaHCO3 (10 mL). ... The product is CCn1ncc2c(NCc3ccccc3)c3ccc(O)cc3nc21. Reaction SMILES: [CH2:1]([CH3:2])[n:3]1[n:4][cH:5][c:6]2[c:7]1[n:8][c:9]1[cH:10][c:11]([O:24][CH3:25])[cH:12][cH:13][c:14]1[c:15]2[NH:16][CH2:17][c:18]1[cH:19][cH:20][cH:21][cH:22][cH:23]1.[ClH:28].[H-:27].[Na+:26].[O:29]=[CH:30][N:31]([CH3:32])[CH3:33]>>[CH2:1]([CH3:2])[n:3]1[n:4][cH:5][c:6]2[c:7]1[n:8][c:9]1[cH:10][c:11]([OH:24])[cH:12][cH:13][c:14]1[c:15]2[NH:16][CH2:17][c:18]1[cH:19][cH:20][cH:21][cH:22][cH:23]1. Reactants: CCn1ncc2c(NCc3ccccc3)c3ccc(OC)cc3nc21, Cl, [H-], [Na+], CN(C)C=O. Reactants: COC([C@H](C)N(CC=O)C(=O)OCC1=CC=CC=C1)=O ((S)-2-[benzyloxycarbonyl-(2-oxo-ethyl)-amino]-propionic acid methyl ester), Cl.COC(C[C@@H](CN)O)=O ((S)-4-amino-3-hydroxy-butyric acid methyl ester, hydrochloride), COC([C@H](C)N(CC=O)C(=O)OCC1=CC=CC=C1)=O ((S)-2-[benzyloxycarbonyl-(2-oxo-ethyl)-amino]-propionic acid methyl ester), Cl.COC(C[C@@H](CN)O)=O ((S)-4-amino-3-hydroxy-butyric acid methyl ester, hydrochloride). The product is C(C1=CC=CC=C1)OC(=O)N1[C@H](C(N(CC1)C[C@H](CC(=O)OC)O)=O)C ((S)-4-((S)-2-Hydroxy-3-methoxycarbonyl-propyl)-2-methyl-3-oxo-piperazine-1-carboxylic acid benzyl ester). Isolated yield 59.0%. As a reaction SMILES: CO[C:3](=[O:20])[C@@H:4]([N:6]([C:10]([O:12][CH2:13][C:14]1[CH:19]=[CH:18][CH:17]=[CH:16][CH:15]=1)=[O:11])[CH2:7][CH:8]=O)[CH3:5].Cl.[CH3:22][O:23][C:24](=[O:30])[CH2:25][C@H:26]([OH:29])[CH2:27][NH2:28]>>[CH2:13]([O:12][C:10]([N:6]1[CH2:7][CH2:8][N:28]([CH2:27][C@@H:26]([OH:29])[CH2:25][C:24]([O:23][CH3:22])=[O:30])[C:3](=[O:20])[C@@H:4]1[CH3:5])=[O:11])[C:14]1[CH:15]=[CH:16][CH:17]=[CH:18][CH:19]=1 |f:1.2|. Reported procedure: In analogy to the procedure described in Example 12D, (S)-2-[benzyloxycarbonyl-(2-oxo-ethyl)-amino]-propionic acid methyl ester (intermediate 12C) and (S)-4-amino-3-hydroxy-butyric acid methyl ester, hydrochloride (intermediate 24) gave the titled compound in 59% yield as light yellow oil. MS: 365.17 (MH+). Reactants: C(=O)(Cl)Cl (phosgene), C(CCCCC)C(CO)CCCCCCCC (2-hexyldecanol), C(=O)(Cl)Cl (phosgene), C(=O)=O (carbon dioxide). Run in CC(=O)C (acetone). Conditions: time 30 minute. Product: ClC(=O)OCC(CCCCCCCC)CCCCCC (2-Hexyldecyl chloroformate). Reaction SMILES: [CH2:1]([CH:7]([CH2:10][CH2:11][CH2:12][CH2:13][CH2:14][CH2:15][CH2:16][CH3:17])[CH2:8][OH:9])[CH2:2][CH2:3][CH2:4][CH2:5][CH3:6].[C:18](Cl)([Cl:20])=[O:19].C(=O)=O>CC(C)=O>[Cl:20][C:18]([O:9][CH2:8][CH:7]([CH2:1][CH2:2][CH2:3][CH2:4][CH2:5][CH3:6])[CH2:10][CH2:11][CH2:12][CH2:13][CH2:14][CH2:15][CH2:16][CH3:17])=[O:19]. Procedure: 2-Hexyldecyl chloroformate was prepared by adding 2-hexyldecanol (540 g) during 3 hours to liquid phosgene (500 g) which was refluxing below a condenser cooled with a mixture of solid carbon dioxide and acetone. After addition was complete the mixture was stirred for 30 minutes, and excess phosgene was then allowed to evaporate into a scrubbing device charged with 20% aqueous sodium hydroxide. The last traces of phsogene were removed by bubbling nitrogen through the liquid product while it was h...